From a dataset of the Open Reaction Database (ORD), a public repository of structured organic reaction records. describe an organic reaction: reactants, conditions, products, and yield Reactants: C(=O)(O)[O-].[Na+] (NaHCO3), CN(C1=NC=C(C=C1)[N+](=O)[O-])C (2-Dimethylamino-5-nitropyridine), stannous chloride dihydrate, C(=O)(O)[O-].[Na+] (NaHCO3). The solvent is CCO (EtOH). Run at temperature 80 celsius, time 35 minute. Product: NC=1C=NC(=CC1)N(C)C (3-Amino-6-(dimethylamino)pyridine). Reaction SMILES: [CH3:1][N:2]([CH3:12])[C:3]1[CH:8]=[CH:7][C:6]([N+:9]([O-])=O)=[CH:5][N:4]=1.C([O-])(O)=O.[Na+]>CCO>[NH2:9][C:6]1[CH:5]=[N:4][C:3]([N:2]([CH3:12])[CH3:1])=[CH:8][CH:7]=1 |f:1.2|. Procedure details: A stirred mixture of the product from Step 1 (7.70 g, 0.0461 mol) and stannous chloride dihydrate (56.4 g, 0.250 mol) in absolute EtOH (100 ml) was warmed to 80° C. during 15 minutes and kept at that temperature for 35 minutes. The resulting mixture was kept at ambient temperature for 1 hour, poured onto ice (400 ml) and mixed with NaHCO3 (15 g). It was adjusted to a pH of 8-9 with saturated aqueous NaHCO3 and extracted with EtOAc; the extract was washed with water and brine dried (MgSO4) and co... The reactants are COC(=O)c1ccc(C=CS(C)(=O)=O)c(OCCc2cccc(C)c2)c1, CO, [H][H]. The product is COC(=O)c1ccc(CCS(C)(=O)=O)c(OCCc2cccc(C)c2)c1. RXN SMILES: [CH3:1][O:2][C:3]([c:4]1[cH:5][c:6]([O:16][CH2:17][CH2:18][c:19]2[cH:20][c:21]([CH3:25])[cH:22][cH:23][cH:24]2)[c:7]([CH:10]=[CH:11][S:12](=[O:13])(=[O:14])[CH3:15])[cH:8][cH:9]1)=[O:26].[CH3:29][OH:30].[H:27][H:28]>>[CH3:1][O:2][C:3]([c:4]1[cH:5][c:6]([O:16][CH2:17][CH2:18][c:19]2[cH:20][c:21]([CH3:25])[cH:22][cH:23][cH:24]2)[c:7]([CH2:10][CH2:11][S:12](=[O:13])(=[O:14])[CH3:15])[cH:8][cH:9]1)=[O:26].